Dataset: the Open Reaction Database (ORD), a public repository of structured organic reaction records. Task: describe an organic reaction: reactants, conditions, products, and yield Reactants: O=C([O-])[O-], CC(C)=O, ClCc1ccccc1, CC(=O)c1ccc(F)cc1O, [I-], [K+], [K+], [K+]. Product: CC(=O)c1ccc(F)cc1OCc1ccccc1. Reaction SMILES: [C:20](=[O:21])([O-:22])[O-:23].[CH3:28][C:29](=[O:30])[CH3:31].[Cl:12][CH2:13][c:14]1[cH:15][cH:16][cH:17][cH:18][cH:19]1.[F:1][c:2]1[cH:3][c:4]([OH:11])[c:5]([C:8]([CH3:9])=[O:10])[cH:6][cH:7]1.[I-:27].[K+:24].[K+:25].[K+:26]>>[F:1][c:2]1[cH:3][c:4]([O:11][CH2:13][c:14]2[cH:15][cH:16][cH:17][cH:18][cH:19]2)[c:5]([C:8]([CH3:9])=[O:10])[cH:6][cH:7]1. Starting materials: [NH4+].[Cl-] (NH4Cl), C(C)(C)[C@@H]1C=2N(CCN1C1=NC=C(C(=N1)OC)C(F)(F)F)C1=C(N2)C=C(C(=C1)S(=O)(=O)C)C(=O)OC ((R)-methyl 1-isopropyl-2-(4-methoxy-5-(trifluoromethyl)pyrimidin-2-yl)-7-(methylsulfonyl)-1,2,3,4-tetrahydrobenzo[4,5]imidazo[1,2-a]pyrazine-8-carboxylate), CC(C)C[AlH]CC(C)C (DIBAL). Run in C(Cl)Cl (CH2Cl2), C1(=CC=CC=C1)C (toluene). Conditions: temperature -78 celsius, time 2 hour. Yields the product C(C)(C)[C@@H]1C=2N(CCN1C1=NC=C(C(=N1)OC)C(F)(F)F)C1=C(N2)C=C(C(=C1)S(=O)(=O)C)CO ((R)-(1-isopropyl-2-(4-methoxy-5-(trifluoromethyl)pyrimidin-2-yl)-7-(methylsulfonyl)-1,2,3,4-tetrahydrobenzo[4,5]imidazo[1,2-a]pyrazin-8-yl)methanol). Isolated yield 25.0%. RXN SMILES: [CH:1]([C@H:4]1[N:9]([C:10]2[N:15]=[C:14]([O:16][CH3:17])[C:13]([C:18]([F:21])([F:20])[F:19])=[CH:12][N:11]=2)[CH2:8][CH2:7][N:6]2[C:22]3[CH:28]=[C:27]([S:29]([CH3:32])(=[O:31])=[O:30])[C:26]([C:33](OC)=[O:34])=[CH:25][C:23]=3[N:24]=[C:5]12)([CH3:3])[CH3:2].CC(C[AlH]CC(C)C)C.[NH4+].[Cl-]>C(Cl)Cl.C1(C)C=CC=CC=1>[CH:1]([C@H:4]1[N:9]([C:10]2[N:15]=[C:14]([O:16][CH3:17])[C:13]([C:18]([F:21])([F:19])[F:20])=[CH:12][N:11]=2)[CH2:8][CH2:7][N:6]2[C:22]3[CH:28]=[C:27]([S:29]([CH3:32])(=[O:30])=[O:31])[C:26]([CH2:33][OH:34])=[CH:25][C:23]=3[N:24]=[C:5]12)([CH3:3])[CH3:2] |f:2.3|. Procedure details: To a solution of (R)-methyl 1-isopropyl-2-(4-methoxy-5-(trifluoromethyl)pyrimidin-2-yl)-7-(methylsulfonyl)-1,2,3,4-tetrahydrobenzo[4,5]imidazo[1,2-a]pyrazine-8-carboxylate (15 mg, 0.028 mmol) in CH2Cl2 (2 mL) was added DIBAL H (1M in toluene, 0.1 mL, 0.1 mmol) at −78° C. The mixture was stirred at −78° C. for 2 h and warmed to rt for 6 h. Sat. NH4Cl solution (1 mL) was added and the mixture was filtered. The filtrate was concentrated under vacuum. Water (5 mL) and EtOAc (5 mL) were added to the ... The reactants are C(#N)C1=CC=C(C=C1)NC=1N=C(C2=C(N1)C=CN2C)OC2=C(C=C(C#N)C=C2C)C (4-(2-(4-cyanophenylamino)-5-methyl-5H-pyrrolo[3,2-d]pyrimidin-4-yloxy)-3,5-dimethylbenzonitrile), C1CC(=O)N(C1=O)Cl (NCS), resultant mixture. Run in C(Cl)Cl (CH2Cl2). The product is ClC1=CN(C2=C1N=C(N=C2OC2=C(C=C(C#N)C=C2C)C)NC2=CC=C(C=C2)C#N)C (4-(7-Chloro-2-(4-cyanophenylamino)-5-methyl-5H-pyrrolo[3,2-d]pyrimidin-4-yloxy)-3,5-dimethylbenzonitrile). The yield is 51.3%. As a reaction SMILES: [C:1]([C:3]1[CH:8]=[CH:7][C:6]([NH:9][C:10]2[N:11]=[C:12]([O:20][C:21]3[C:28]([CH3:29])=[CH:27][C:24]([C:25]#[N:26])=[CH:23][C:22]=3[CH3:30])[C:13]3[N:18]([CH3:19])[CH:17]=[CH:16][C:14]=3[N:15]=2)=[CH:5][CH:4]=1)#[N:2].C1C(=O)N([Cl:38])C(=O)C1>C(Cl)Cl>[Cl:38][C:16]1[C:14]2[N:15]=[C:10]([NH:9][C:6]3[CH:7]=[CH:8][C:3]([C:1]#[N:2])=[CH:4][CH:5]=3)[N:11]=[C:12]([O:20][C:21]3[C:22]([CH3:30])=[CH:23][C:24]([C:25]#[N:26])=[CH:27][C:28]=3[CH3:29])[C:13]=2[N:18]([CH3:19])[CH:17]=1. Procedure details: To a solution of 4-(2-(4-cyanophenylamino)-5-methyl-5H-pyrrolo[3,2-d]pyrimidin-4-yloxy)-3,5-dimethylbenzonitrile (21.5 mg, 0.06 mmol) in CH2Cl2 (3 mL) was added NCS (7.3 mg, 0.06 mmol) and the resultant mixture was refluxed for 16 h. After completion of the reaction, the solvent was concentrated and purified by preparative TLC, eluting with Hexanes:Ethyl acetate (3:1), to give the product as a light yellow solid (13.2 mg, 56%).